Dataset: the Open Reaction Database (ORD), a public repository of structured organic reaction records. Task: describe an organic reaction: reactants, conditions, products, and yield The reactants are CN1C=NC=C1 (N-methylimidazole), Cl.C(C)NCCCl (2-ethylaminoethyl chloride hydrochloride). Run in C(C)O (ethanol). Run at time 36 hour. Yields the product Cl.[Cl-].C(C)NCC[N+]1=CN(C=C1)C (1-(2'-ethylaminoethyl)-3-methylimidazolium chloride hydrochloride). As a reaction SMILES: [CH3:1][N:2]1[CH:6]=[CH:5][N:4]=[CH:3]1.[ClH:7].[CH2:8]([NH:10][CH2:11][CH2:12][Cl:13])[CH3:9]>C(O)C>[ClH:13].[Cl-:7].[CH2:8]([NH:10][CH2:11][CH2:12][N+:4]1[CH:5]=[CH:6][N:2]([CH3:1])[CH:3]=1)[CH3:9] |f:1.2,4.5.6|. Procedure: 4.0 g (60 mmol) of N-methylimidazole are added to 7.7 g (50 mmol) of 2-ethylaminoethyl chloride hydrochloride in 50 ml of absolute ethanol and the mixture is stirred for 36 hours at not more than 40° C. If higher temperatures are used, elimination takes place and the 1-methylimidazolium chloride thus formed can be removed only with difficulty. After the reaction is complete, the solution is concentrated under reduced pressure and the product is precipitated with ether. Washing a number of times ... Reactants: FC1=CC=C(C=C1)C1(OC1)C(=C)C1=CC=C(C=C1)F (2-(4-fluorophenyl)-2-[1-(4-fluorophenyl)ethenyl]oxirane), N1N=NC=C1.[K] (potassium triazole), CN(C)C=O (DMF), CCOCC (Et2O). Reaction SMILES: [F:1][C:2]1[CH:7]=[CH:6][C:5]([C:8]2([C:11]([C:13]3[CH:18]=[CH:17][C:16]([F:19])=[CH:15][CH:14]=3)=[CH2:12])[CH2:10][O:9]2)=[CH:4][CH:3]=1.N1C=[CH:23][N:22]=[N:21]1.[K].CCOCC.[CH3:31][N:32](C=O)C>>[F:1][C:2]1[CH:7]=[CH:6][C:5]([C:8]([OH:9])([C:11]([C:13]2[CH:18]=[CH:17][C:16]([F:19])=[CH:15][CH:14]=2)=[CH2:12])[CH2:10][N:22]2[CH:23]=[N:32][CH:31]=[N:21]2)=[CH:4][CH:3]=1 |f:1.2,^1:24|. The product is FC1=CC=C(C=C1)C(CN1N=CN=C1)(C(=C)C1=CC=C(C=C1)F)O (2,3-Bis (4-Fluorophenyl)-1-(1H-1,2,4-triazol-1-yl)-3-buten-2-ol). Procedure details: A mixture of 10.2 g (0.040 mol) of crude 2-(4-fluorophenyl)-2-[1-(4-fluorophenyl)ethenyl]oxirane and 7.0 g (0.065 mol) of potassium triazole in 60 mL of DMF was heated at 60° overnight, then cooled and poured into 100 mL of 1:1 Et2O/nexanes. After washing the organic layer three times with H2O and once with brine, a precipitate formed in the organic layer. Filtering gave 4.8 g of a brown solid which was recrystallized from 500 mL of cyclohexane to yield 2.5 g of a light-tan powder, mp 136°-137°:... The reactants are Cl (hydrochloric acid), [Cl-].[Al+3].[Cl-].[Cl-] (Aluminum chloride), [N-]=[N+]=[N-].[Na+] (Sodium azide), C(#N)C(C(=O)OCC)=CNC1=NC=CC=C1 (ethyl 2-cyano-3-(2-pyridylamino)acrylate). The solvent is O1CCCC1 (tetrahydrofuran), O (water). Yields the product N1N=NN=C1C1=CN=C2N(C1=O)C=CC=C2 (3-(1H-Tetrazol-5-yl)-4H-pyrido[1,2-a]pyrimidin-4-one). Yield: 38.6%. RXN SMILES: [Cl-].[Al+3].[Cl-].[Cl-].[N-:5]=[N+:6]=[N-:7].[Na+].[C:9]([C:11](=[CH:17][NH:18][C:19]1[CH:24]=[CH:23][CH:22]=[CH:21][N:20]=1)[C:12](OCC)=[O:13])#[N:10].Cl>O.O1CCCC1>[NH:5]1[C:9]([C:11]2[C:12](=[O:13])[N:20]3[CH:21]=[CH:22][CH:23]=[CH:24][C:19]3=[N:18][CH:17]=2)=[N:10][N:7]=[N:6]1 |f:0.1.2.3,4.5|. Procedure: Aluminum chloride (0.74 g., 5.56 mmoles) was carefully added to tetrahydrofuran (33 ml.) at -20°. Sodium azide (1.08 g., 16.6 mmoles) was then added and the mixture heated under reflux for 30 minutes. After the addition of ethyl 2-cyano-3-(2-pyridylamino)acrylate (1.0 g., 4.6 mmoles) the mixture was again heated under reflux for 18 hours. The mixture was cooled in an ice bath, treated with water (170 ml.) and acidified to pH 2 with 6N hydrochloric acid. The resulting suspension was stirred with ... Reactants: Cl, Nc1ccc(Oc2cccc(C(F)(F)F)c2)cc1, O=N[O-], [Na+]. The product is Cl, NNc1ccc(Oc2cccc(C(F)(F)F)c2)cc1. RXN SMILES: [ClH:19].[F:1][C:2]([c:3]1[cH:4][c:5]([O:6][c:7]2[cH:8][cH:9][c:10]([NH2:13])[cH:11][cH:12]2)[cH:14][cH:15][cH:16]1)([F:17])[F:18].[N:20]([O-:21])=[O:22].[Na+:23]>>[ClH:19].[F:1][C:2]([c:3]1[cH:4][c:5]([O:6][c:7]2[cH:8][cH:9][c:10]([NH:13][NH2:20])[cH:11][cH:12]2)[cH:14][cH:15][cH:16]1)([F:17])[F:18]. Reactants: white solid, C(C)C(=O)C (methyl ethyl ketone), N1=CC=CC=C1 (pyridine). The product is C(CCCCCCCCCCCCCCCCC)N (n-octadecylamine). The yield is 1584.9%. RXN SMILES: [CH2:1]([C:3]([CH3:5])=O)[CH3:2].[N:6]1[CH:11]=[CH:10][CH:9]=[CH:8][CH:7]=1>>[CH2:11]([NH2:6])[CH2:10][CH2:9][CH2:8][CH2:7][CH2:2][CH2:1][CH2:3][CH2:5][CH2:2][CH2:1][CH2:3][CH2:5][CH2:7][CH2:8][CH2:9][CH2:10][CH3:11]. Procedure: A mixture of 31 g of the white solid obtained in Intermediate Preparation Example 4, 27 g of n-octadecylamine, 130 g of methyl ethyl ketone and 1.0 g of pyridine was heated at a temperature of 70° C. and reacted with stirring for 10 hours. After cooling, the reaction mixture was added in 1.0 L of methanol with stirring over 15 minutes, and the mixture was further stirred for one hour. A deposited solid was collected by filtration and dried in vacuo to obtain 48 g of a pale whitish yellow solid. ... Reactants: CC(C)(C)[Si](C)(C)Oc1ccc(-c2ccc(C=O)c(Cl)c2)cc1, Cl, NO. Product: CC(C)(C)[Si](C)(C)Oc1ccc(-c2ccc(C=NO)c(Cl)c2)cc1. Reaction SMILES: [C:1]([CH3:2])([CH3:3])([CH3:4])[Si:5]([O:6][c:7]1[cH:8][cH:9][c:10](-[c:13]2[cH:14][c:15]([Cl:21])[c:16]([CH:19]=[O:20])[cH:17][cH:18]2)[cH:11][cH:12]1)([CH3:22])[CH3:23].[ClH:24].[NH2:25][OH:26]>>[C:1]([CH3:2])([CH3:3])([CH3:4])[Si:5]([O:6][c:7]1[cH:8][cH:9][c:10](-[c:13]2[cH:14][c:15]([Cl:21])[c:16]([CH:19]=[N:25][OH:26])[cH:17][cH:18]2)[cH:11][cH:12]1)([CH3:22])[CH3:23]. Starting materials: CCOC(C)=O, CCCCCC, O=[N+]([O-])c1cnc2ccc(-c3ccccc3)cc2c1O, O=P(Cl)(Cl)Cl. Product: O=[N+]([O-])c1cnc2ccc(-c3ccccc3)cc2c1Cl. As a reaction SMILES: [CH2:27]([O:28][C:29](=[O:30])[CH3:31])[CH3:32].[CH3:21][CH2:22][CH2:23][CH2:24][CH2:25][CH3:26].[N+:1](=[O:2])([O-:3])[c:4]1[cH:5][n:6][c:7]2[cH:8][cH:9][c:10](-[c:15]3[cH:16][cH:17][cH:18][cH:19][cH:20]3)[cH:11][c:12]2[c:13]1[OH:14].[P:33]([Cl:34])([Cl:35])([Cl:36])=[O:37]>>[N+:1](=[O:2])([O-:3])[c:4]1[cH:5][n:6][c:7]2[cH:8][cH:9][c:10](-[c:15]3[cH:16][cH:17][cH:18][cH:19][cH:20]3)[cH:11][c:12]2[c:13]1[Cl:35]. Reactants: BrC1=CC=C(C=C1)I (4-bromo-iodobenzene), C(C#C)N1CCCC1 (1-prop-2-ynyl-pyrrolidine). The product is BrC1=CC=C(C=C1)C#CCN1CCCC1 (1-[3-(4-bromo-phenyl)-prop-2-ynyl]-pyrrolidine). As a reaction SMILES: [Br:1][C:2]1[CH:7]=[CH:6][C:5](I)=[CH:4][CH:3]=1.[CH2:9]([N:12]1[CH2:16][CH2:15][CH2:14][CH2:13]1)[C:10]#[CH:11]>>[Br:1][C:2]1[CH:7]=[CH:6][C:5]([C:11]#[C:10][CH2:9][N:12]2[CH2:16][CH2:15][CH2:14][CH2:13]2)=[CH:4][CH:3]=1. Procedure: Prepared according to general working method I from 4-bromo-iodobenzene (10.9 g, 38.5 mmol) and 1-prop-2-ynyl-pyrrolidine (4.20 g, 71% purity, 27.3 mmol). Starting materials: CCCCO, Clc1ncnc2oc(-c3ccccc3)c(-c3ccccc3)c12, NCc1ccc(N)cc1. The product is Nc1ccc(CNc2ncnc3oc(-c4ccccc4)c(-c4ccccc4)c23)cc1. As a reaction SMILES: [CH2:32]([OH:33])[CH2:34][CH2:35][CH3:36].[Cl:1][c:2]1[c:3]2[c:4]([n:5][cH:6][n:7]1)[o:8][c:9](-[c:17]1[cH:18][cH:19][cH:20][cH:21][cH:22]1)[c:10]2-[c:11]1[cH:12][cH:13][cH:14][cH:15][cH:16]1.[NH2:23][CH2:24][c:25]1[cH:26][cH:27][c:28]([NH2:29])[cH:30][cH:31]1>>[c:2]1([NH:23][CH2:24][c:25]2[cH:26][cH:27][c:28]([NH2:29])[cH:30][cH:31]2)[c:3]2[c:4]([n:5][cH:6][n:7]1)[o:8][c:9](-[c:17]1[cH:18][cH:19][cH:20][cH:21][cH:22]1)[c:10]2-[c:11]1[cH:12][cH:13][cH:14][cH:15][cH:16]1.